From a dataset of the Open Reaction Database (ORD), a public repository of structured organic reaction records. describe an organic reaction: reactants, conditions, products, and yield Starting materials: O=S(=O)(c1ccc(Br)s1)n1cccc1, C1CCNCC1, C#CC(C)(C)C, I[Cu]I, O. Product: CC(C)(C)C#Cc1ccc(S(=O)(=O)n2cccc2)s1. Reaction SMILES: [Br:1][c:2]1[cH:3][cH:4][c:5]([S:7](=[O:8])(=[O:9])[n:10]2[cH:11][cH:12][cH:13][cH:14]2)[s:6]1.[CH2:21]1[CH2:22][CH2:23][NH:24][CH2:25][CH2:26]1.[CH3:15][C:16]([C:17]#[CH:18])([CH3:19])[CH3:20].[Cu:28]([I:29])[I:30].[OH2:27]>>[c:2]1([C:18]#[C:17][C:16]([CH3:15])([CH3:19])[CH3:20])[cH:3][cH:4][c:5]([S:7](=[O:8])(=[O:9])[n:10]2[cH:11][cH:12][cH:13][cH:14]2)[s:6]1.